Task: describe an organic reaction: reactants, conditions, products, and yield. Dataset: the Open Reaction Database (ORD), a public repository of structured organic reaction records Reactants: CCc1cc(-c2ccc(O[Si](C)(C)C(C)(C)C)cc2)ccc1C(C)C(=O)OC, C1CCOC1, O. The product is CCc1cc(-c2ccc(O)cc2)ccc1C(C)C(=O)OC. RXN SMILES: [C:1]([Si:2]([CH3:3])([CH3:4])[O:6][c:7]1[cH:8][cH:9][c:10](-[c:13]2[cH:14][c:15]([CH2:25][CH3:26])[c:16]([CH:19]([C:20](=[O:21])[O:22][CH3:23])[CH3:24])[cH:17][cH:18]2)[cH:11][cH:12]1)([CH3:5])([CH3:27])[CH3:28].[O:30]1[CH2:31][CH2:32][CH2:33][CH2:34]1.[OH2:29]>>[OH:6][c:7]1[cH:8][cH:9][c:10](-[c:13]2[cH:14][c:15]([CH2:25][CH3:26])[c:16]([CH:19]([C:20](=[O:21])[O:22][CH3:23])[CH3:24])[cH:17][cH:18]2)[cH:11][cH:12]1.